Task: describe an organic reaction: reactants, conditions, products, and yield. Dataset: the Open Reaction Database (ORD), a public repository of structured organic reaction records Starting materials: C(C)(=O)O[BH-](OC(C)=O)OC(C)=O.[Na+] (sodium triacetoxyborohydride), C(C)(=O)[O-].[Na+] (sodium acetate), ClC=1C=C(C=CC1OC(C)C)C1=NN=C(S1)C=1C(=C(C=CC1)CC=O)CC ([3-(5-{3-chloro-4-[(1-methylethyl)oxy]phenyl}-1,3,4-thiadiazol-2-yl)-2-ethylphenyl]acetaldehyde), N1CC(C1)C(=O)OC (methyl 3-azetidinecarboxylate). Run in CC(=O)O (AcOH), O (Water), CO (methanol), ClCCl (dichloromethane). Reaction conditions: time 10 minute. Product: ClC=1C=C(C=CC1OC(C)C)C1=NN=C(S1)C=1C(=C(C=CC1)CCN1CC(C1)C(=O)OC)CC (methyl 1-{2-[3-(5-{3-chloro-4-[(1-methylethyl)oxy]phenyl}-1,3,4-thiadiazol-2-yl)-2-ethylphenyl]ethyl}-3-azetidinecarboxylate). The yield is 20.0%. As a reaction SMILES: [Cl:1][C:2]1[CH:3]=[C:4]([C:12]2[S:16][C:15]([C:17]3[C:18]([CH2:26][CH3:27])=[C:19]([CH2:23][CH:24]=O)[CH:20]=[CH:21][CH:22]=3)=[N:14][N:13]=2)[CH:5]=[CH:6][C:7]=1[O:8][CH:9]([CH3:11])[CH3:10].[NH:28]1[CH2:31][CH:30]([C:32]([O:34][CH3:35])=[O:33])[CH2:29]1.C([O-])(=O)C.[Na+].C(O[BH-](OC(=O)C)OC(=O)C)(=O)C.[Na+]>CO.ClCCl.O.CC(O)=O>[Cl:1][C:2]1[CH:3]=[C:4]([C:12]2[S:16][C:15]([C:17]3[C:18]([CH2:26][CH3:27])=[C:19]([CH2:23][CH2:24][N:28]4[CH2:31][CH:30]([C:32]([O:34][CH3:35])=[O:33])[CH2:29]4)[CH:20]=[CH:21][CH:22]=3)=[N:14][N:13]=2)[CH:5]=[CH:6][C:7]=1[O:8][CH:9]([CH3:11])[CH3:10] |f:2.3,4.5|. Procedure: To a solution of [3-(5-{3-chloro-4-[(1-methylethyl)oxy]phenyl}-1,3,4-thiadiazol-2-yl)-2-ethylphenyl]acetaldehyde (D15) (73 mg) and methyl 3-azetidinecarboxylate (138 mg) in methanol (10.00 mL) stirred at room temperature was added sodium acetate (74.7 mg) and AcOH (0.15 mL). The reaction mixture was stirred at room temperature for 10 min. The residue was dissolved in dichloromethane (DCM) (10 mL), and sodium triacetoxyborohydride (116 mg) was added. Stirring continued for overnight. Water was ad...